From a dataset of the Open Reaction Database (ORD), a public repository of structured organic reaction records. describe an organic reaction: reactants, conditions, products, and yield The reactants are C, COc1cc(C=CC(=O)NC2CCC(C)CC2)ccc1OCCN1CCC(N2CCCCC2)CC1, CO, [Pd]. The product is COc1cc(CCC(=O)NC2CCC(C)CC2)ccc1OCCN1CCC(N2CCCCC2)CC1. As a reaction SMILES: [C:36].[CH3:1][CH:2]1[CH2:3][CH2:4][CH:5]([NH:8][C:9]([CH:10]=[CH:11][c:12]2[cH:13][c:14]([O:33][CH3:34])[c:15]([O:18][CH2:19][CH2:20][N:21]3[CH2:22][CH2:23][CH:24]([N:27]4[CH2:28][CH2:29][CH2:30][CH2:31][CH2:32]4)[CH2:25][CH2:26]3)[cH:16][cH:17]2)=[O:35])[CH2:6][CH2:7]1.[CH3:38][OH:39].[Pd:37]>>[CH3:1][CH:2]1[CH2:3][CH2:4][CH:5]([NH:8][C:9]([CH2:10][CH2:11][c:12]2[cH:13][c:14]([O:33][CH3:34])[c:15]([O:18][CH2:19][CH2:20][N:21]3[CH2:22][CH2:23][CH:24]([N:27]4[CH2:28][CH2:29][CH2:30][CH2:31][CH2:32]4)[CH2:25][CH2:26]3)[cH:16][cH:17]2)=[O:35])[CH2:6][CH2:7]1. Reactants: Cc1ccccc1, O=C(O)c1cc(Oc2ccc(C(F)(F)F)cc2Cl)ccc1[N+](=O)[O-], Cc1ccc(S(=O)(=O)N=C=O)cc1. The product is Cc1ccc(S(=O)(=O)NC(=O)c2cc(Oc3ccc(C(F)(F)F)cc3Cl)ccc2[N+](=O)[O-])cc1. RXN SMILES: [CH3:38][c:39]1[cH:40][cH:41][cH:42][cH:43][cH:44]1.[Cl:1][c:2]1[c:3]([O:4][c:5]2[cH:6][cH:7][c:8]([N+:14](=[O:15])[O-:16])[c:9]([C:10](=[O:11])[OH:12])[cH:13]2)[cH:17][cH:18][c:19]([C:21]([F:22])([F:23])[F:24])[cH:20]1.[c:25]1([CH3:37])[cH:26][cH:27][c:28]([S:31](=[O:32])(=[O:33])[N:34]=[C:35]=[O:36])[cH:29][cH:30]1>>[Cl:1][c:2]1[c:3]([O:4][c:5]2[cH:6][cH:7][c:8]([N+:14](=[O:15])[O-:16])[c:9]([C:10](=[O:12])[NH:34][S:31]([c:28]3[cH:27][cH:26][c:25]([CH3:37])[cH:30][cH:29]3)(=[O:32])=[O:33])[cH:13]2)[cH:17][cH:18][c:19]([C:21]([F:22])([F:23])[F:24])[cH:20]1.